Dataset: the Open Reaction Database (ORD), a public repository of structured organic reaction records. Task: describe an organic reaction: reactants, conditions, products, and yield Reactants: Cc1ccccc1, Cc1cc(NC(=O)c2ccccc2C)ccc1C(=O)CCl, Cc1ccc(C(=O)CCl)c(NC(=O)c2ccccc2C)c1, Cl. Product: Cc1cc(NC(=O)c2ccccc2C)ccc1C(=O)O. RXN SMILES: [CH3:44][c:45]1[cH:46][cH:47][cH:48][cH:49][cH:50]1.[Cl:1][CH2:2][C:3](=[O:4])[c:5]1[c:6]([CH3:21])[cH:7][c:8]([NH:11][C:12]([c:13]2[c:14]([CH3:19])[cH:15][cH:16][cH:17][cH:18]2)=[O:20])[cH:9][cH:10]1.[Cl:22][CH2:23][C:24](=[O:25])[c:26]1[cH:27][cH:28][c:29]([CH3:30])[cH:31][c:32]1[NH:33][C:34](=[O:35])[c:36]1[cH:37][cH:38][cH:39][cH:40][c:41]1[CH3:42].[ClH:43]>>[C:3]([OH:4])([c:5]1[c:6]([CH3:21])[cH:7][c:8]([NH:11][C:12]([c:13]2[c:14]([CH3:19])[cH:15][cH:16][cH:17][cH:18]2)=[O:20])[cH:9][cH:10]1)=[O:25]. Starting materials: CC(C)(C)OC(=O)N1CCC(CO)CC1, CS(C)=O, Clc1ccc(Cl)nn1, [H-], [Na+]. Product: CC(C)(C)OC(=O)N1CCC(COc2ccc(Cl)nn2)CC1. Reaction SMILES: [C:1](=[O:2])([O:3][C:4]([CH3:5])([CH3:6])[CH3:7])[N:8]1[CH2:9][CH2:10][CH:11]([CH2:14][OH:15])[CH2:12][CH2:13]1.[CH3:26][S:27]([CH3:28])=[O:29].[Cl:18][c:19]1[n:20][n:21][c:22]([Cl:25])[cH:23][cH:24]1.[H-:17].[Na+:16]>>[C:1](=[O:2])([O:3][C:4]([CH3:5])([CH3:6])[CH3:7])[N:8]1[CH2:9][CH2:10][CH:11]([CH2:14][O:15][c:22]2[n:21][n:20][c:19]([Cl:18])[cH:24][cH:23]2)[CH2:12][CH2:13]1.